describe an organic reaction: reactants, conditions, products, and yield From a dataset of the Open Reaction Database (ORD), a public repository of structured organic reaction records. Reactants: ClC1=C(CN2C(=NC3=C2C=C(C=C3)C(=O)OCC)C)C=CC=C1 (1-(2-chlorobenzyl)-6-ethoxycarbonyl-2-methylbenzimidazole), [H-].[Al+3].[Li+].[H-].[H-].[H-] (lithium aluminum hydride), S(=O)(=O)([O-])[O-].[Na+].[Na+] (sodium sulfate), [H-].[NH4+].[Li] (Lithium ammonium hydride). Solvent: O1CCCC1 (tetrahydrofuran), O1CCCC1 (tetrahydrofuran), O1CCCC1 (tetrahydrofuran). Reaction conditions: time 1 hour. Yields the product ClC1=C(CN2C(=NC3=C2C=C(C=C3)CO)C)C=CC=C1 (1-(2-chlorobenzyl)-6-hydroxymethyl-2-methylbenzimidazole). Yield: 62.5%. RXN SMILES: [Cl:1][C:2]1[CH:23]=[CH:22][CH:21]=[CH:20][C:3]=1[CH2:4][N:5]1[C:9]2[CH:10]=[C:11]([C:14](OCC)=[O:15])[CH:12]=[CH:13][C:8]=2[N:7]=[C:6]1[CH3:19].[H-].[Al+3].[Li+].[H-].[H-].[H-].[H-].[NH4+].[Li].S([O-])([O-])(=O)=O.[Na+].[Na+]>O1CCCC1>[Cl:1][C:2]1[CH:23]=[CH:22][CH:21]=[CH:20][C:3]=1[CH2:4][N:5]1[C:9]2[CH:10]=[C:11]([CH2:14][OH:15])[CH:12]=[CH:13][C:8]=2[N:7]=[C:6]1[CH3:19] |f:1.2.3.4.5.6,7.8.9,10.11.12,^1:31|. Procedure details: A solution of 2.66 g of 1-(2-chlorobenzyl)-6-ethoxycarbonyl-2-methylbenzimidazole in 20 ml of tetrahydrofuran was slowly added to a solution of 1.54 g of lithium aluminum hydride in 20 ml of tetrahydrofuran at a temperature of from 20 to 25° C. Further, the mixture was stirred at room temperature for 1 hour. Thirty milliliters of tetrahydrofuran were added thereto to dilute the reaction solution. Lithium ammonium hydride was decomposed and solidified with a saturated aqueous solution of sodium s... Reactants: C1(=CC=CC=C1)CCC(=O)NC=1C=C(C(=O)NNC(=O)OCC2=CC=CC=C2)C=CN1 (benzyl 2-[2-[(3-phenylpropanoyl)amino]isonicotinoyl]hydrazinecarboxylate), CO (methanol). Reagents/catalysts: [Pd] (palladium on carbon). The solvent is O1CCCC1 (tetrahydrofuran). Run at time 18 hour. The product is N(N)C(=O)C1=CC(=NC=C1)NC(CCC1=CC=CC=C1)=O (N-[4-(hydrazinocarbonyl)-2-pyridyl]-3-phenylpropionamide). Isolated yield 100.0%. RXN SMILES: [C:1]1([CH2:7][CH2:8][C:9]([NH:11][C:12]2[CH:13]=[C:14]([CH:29]=[CH:30][N:31]=2)[C:15]([NH:17][NH:18]C(OCC2C=CC=CC=2)=O)=[O:16])=[O:10])[CH:6]=[CH:5][CH:4]=[CH:3][CH:2]=1.CO>[Pd].O1CCCC1>[NH:17]([C:15]([C:14]1[CH:29]=[CH:30][N:31]=[C:12]([NH:11][C:9](=[O:10])[CH2:8][CH2:7][C:1]2[CH:2]=[CH:3][CH:4]=[CH:5][CH:6]=2)[CH:13]=1)=[O:16])[NH2:18]. Procedure details: A mixture of benzyl 2-[2-[(3-phenylpropanoyl)amino]isonicotinoyl]hydrazinecarboxylate (1.10 g, 2.63 mmol), 10% palladium on carbon (50 mg), methanol (20 mL) and tetrahydrofuran (20 mL) was stirred under a hydrogen atmosphere at room temperature 18 hr. The reaction mixture was filtered, and the filtrate was concentrated to give the title compound (748 mg, yield 100%) as colorless crystals. The reactants are N1=CC(=CC=C1)C(=O)NCCN1C=C(C=CC1=O)C(=O)O (1,6-dihydro-1-[2-(3-pyridinylcarbonylamino)ethyl]-6-oxo-3-pyridinecarboxylic acid), C(O)([O-])=O.[K+] (potassium hydrogen carbonate), C(C1=CC=CC=C1)Br (benzyl bromide). Run in CN(C=O)C (dimethylformamide). Conditions: temperature 50 celsius, time 2 hour. Product: C1(=CC=CC=C1)COC(=O)C1=CN(C(C=C1)=O)CCNC(=O)C=1C=NC=CC1 (1,6-Dihydro-1-[2-(3-pyridinylcarbonylamino)ethyl]-6-oxo-3-pyridinecarboxylic acid phenylmethyl ester). Reaction SMILES: [N:1]1[CH:6]=[CH:5][CH:4]=[C:3]([C:7]([NH:9][CH2:10][CH2:11][N:12]2[C:17](=[O:18])[CH:16]=[CH:15][C:14]([C:19]([OH:21])=[O:20])=[CH:13]2)=[O:8])[CH:2]=1.C(=O)([O-])O.[K+].[CH2:27](Br)[C:28]1[CH:33]=[CH:32][CH:31]=[CH:30][CH:29]=1>CN(C)C=O>[C:28]1([CH2:27][O:20][C:19]([C:14]2[CH:15]=[CH:16][C:17](=[O:18])[N:12]([CH2:11][CH2:10][NH:9][C:7]([C:3]3[CH:2]=[N:1][CH:6]=[CH:5][CH:4]=3)=[O:8])[CH:13]=2)=[O:21])[CH:33]=[CH:32][CH:31]=[CH:30][CH:29]=1 |f:1.2|. Procedure: To a 10 ml round bottomed flask fitted with a magnetic stirrer bar and nitrogen inlet was added 1,6-dihydro-1-[2-(3-pyridinylcarbonylamino)ethyl]-6-oxo-3-pyridinecarboxylic acid (0.20 g, 0.70 mmol), dimethylformamide (5.0 ml), potassium hydrogen carbonate (0.175 g, 1.75 mmol), and benzyl bromide (0.082 ml, 0.69 mmol). The resulting suspension was heated in a 50° C. oil bath with stirring. After 2 hours, the solution was concentrated and the residue suspended in dichloromethane-methanol and water... The reactants are COCc1csc2c(C(=O)OC)c(=O)c3cc(F)c(Cl)cc3n12, [Na+], [OH-]. Product: COCc1csc2c(C(=O)O)c(=O)c3cc(F)c(Cl)cc3n12. Reaction SMILES: [Cl:1][c:2]1[c:3]([F:23])[cH:4][c:5]2[c:6](=[O:22])[c:7]([C:18](=[O:19])[O:20][CH3:21])[c:8]3[n:9]([c:10]2[cH:11]1)[c:12]([CH2:15][O:16][CH3:17])[cH:13][s:14]3.[Na+:25].[OH-:24]>>[Cl:1][c:2]1[c:3]([F:23])[cH:4][c:5]2[c:6](=[O:22])[c:7]([C:18](=[O:19])[OH:20])[c:8]3[n:9]([c:10]2[cH:11]1)[c:12]([CH2:15][O:16][CH3:17])[cH:13][s:14]3. The reactants are ClC1=C(C=CC(=C1)Cl)C=1C(=CNC1)[N+](=O)[O-] (4-(2,4-dichlorophenyl)-3-nitropyrrole), BrCCCC1=C2C(C(=O)NC2=O)=CC=C1 (3-bromopropyl phthalimide), [H-].[Na+] (NaH), C(Cl)Cl.C(C)#N (CH2Cl2 acetonitrile), [H-].[Na+] (NaH). Run in CN(C)C=O (DMF), CN(C)C=O (DMF), CN(C)C=O (DMF). Run at time 2 hour. Product: ClC1=C(C=CC(=C1)Cl)C=1C(=C(NC1)CCCN1C(C2=C(C1=O)C=CC=C2)=O)[N+](=O)[O-] (2-{3-[4-(2,4-dichlorophenyl)-3-nitropyrrolyl]propyl}benzo[c]azoline-1,3-dione). Reaction SMILES: [H-].[Na+].[Cl:3][C:4]1[CH:9]=[C:8]([Cl:10])[CH:7]=[CH:6][C:5]=1[C:11]1[C:12]([N+:16]([O-:18])=[O:17])=[CH:13][NH:14][CH:15]=1.BrCCC[C:23]1[CH:33]=[CH:32][CH:31]=[C:25]2[C:26]([NH:28][C:29](=[O:30])[C:24]=12)=[O:27].[CH2:34](Cl)Cl.[C:37](#N)[CH3:38]>CN(C=O)C>[Cl:3][C:4]1[CH:9]=[C:8]([Cl:10])[CH:7]=[CH:6][C:5]=1[C:11]1[C:12]([N+:16]([O-:18])=[O:17])=[C:13]([CH2:34][CH2:37][CH2:38][N:28]2[C:26](=[O:27])[C:25]3[CH:31]=[CH:32][CH:33]=[CH:23][C:24]=3[C:29]2=[O:30])[NH:14][CH:15]=1 |f:0.1,4.5|. Procedure: The NaH (1.2 eq) was added to a dry flask under argon. To NaH suspended in DMF, was added a solution of 4-(2,4-dichlorophenyl)-3-nitropyrrole (1 eq) in DMF with stirring at RT. After the evolution of gas bubbles had stopped, the reaction stirred for an additional 15 min at which time a solution of 3-bromopropyl phthalimide (1.1 eq) in DMF was added to the yellow-brown solution. After 2 hours, the clear brown reaction was complete (determination by TLC: CH2Cl2/acetonitrile (95:5 v/v), the UV acti... Starting materials: COC1=CC=C(C=C1)CCCC(C)(C)O (4-(4-methoxyphenyl)-1,1-dimethylbutyl alcohol), S(O)(O)(=O)=O (sulfuric acid), [OH-].[Na+] (sodium hydroxide), [C-]#N.[K+] (potassium cyanide), C(CCC)OCCCC (n-butyl ether). The product is COC1=CC=C(C=C1)CCCC(C)(C)N (4-(4-methoxyphenyl)-1,1-dimethylbutylamine). Isolated yield 23.3%. As a reaction SMILES: [CH3:1][O:2][C:3]1[CH:8]=[CH:7][C:6]([CH2:9][CH2:10][CH2:11][C:12](O)([CH3:14])[CH3:13])=[CH:5][CH:4]=1.[C-]#[N:17].[K+].C(OCCCC)CCC.S(=O)(=O)(O)O.[OH-].[Na+]>>[CH3:1][O:2][C:3]1[CH:8]=[CH:7][C:6]([CH2:9][CH2:10][CH2:11][C:12]([NH2:17])([CH3:14])[CH3:13])=[CH:5][CH:4]=1 |f:1.2,5.6|. Reported procedure: To a stirred mixture of 52.5 g. (0.253 mole) of 4-(4-methoxyphenyl)-1,1-dimethylbutyl alcohol, and 44.5 g. (0.685 mole) of powdered potassium cyanide in 200 ml. of n-butyl ether at 60° C. was added dropwise over 1 hour 80 ml. of concentrated sulfuric acid. The temperature was maintained at 60°-65° C. throughout the addition and stirring was continued at 50°-55° C. an additional hour after the addition was complete. The reaction mixture was then poured into 850 ml. of ice, made basic with 35% aqu... Reactants: N1=CC=CC=2C(C(C3=CC=CN=C3C12)=O)=O (1,10-phenanthroline-5,6-dione), C1=CC=CC2=CC3=CC=CC=C3C(=C12)C=O (9-anthraldehyde), C(C)(=O)[O-].[NH4+] (ammonium acetate), N (ammonia). Run in C(C)(=O)O (acetic acid), O (water). Yields the product C1=CC=CC2=CC3=CC=CC=C3C(=C12)C=1NC=2C(=C3C=CC=NC3=C3N=CC=CC23)N1 (2-(9-anthryl)imidazo[4,5-f]-[1,10]phenanthroline). As a reaction SMILES: [N:1]1[C:14]2[C:13]3[C:8](=[CH:9][CH:10]=[CH:11][N:12]=3)[C:7](=O)[C:6](=O)[C:5]=2[CH:4]=[CH:3][CH:2]=1.[CH:17]1[C:30]2[C:21](=[CH:22][C:23]3[C:28]([C:29]=2[CH:31]=O)=[CH:27][CH:26]=[CH:25][CH:24]=3)[CH:20]=[CH:19][CH:18]=1.C([O-])(=O)C.[NH4+:37].[NH3:38]>C(O)(=O)C.O>[CH:17]1[C:30]2[C:21](=[CH:22][C:23]3[C:28]([C:29]=2[C:31]2[NH:37][C:7]4[C:6]([N:38]=2)=[C:5]2[C:14](=[C:13]5[C:8]=4[CH:9]=[CH:10][CH:11]=[N:12]5)[N:1]=[CH:2][CH:3]=[CH:4]2)=[CH:27][CH:26]=[CH:25][CH:24]=3)[CH:20]=[CH:19][CH:18]=1 |f:2.3|. Reported procedure: A mixture of 1,10-phenanthroline-5,6-dione (10 grams, purchased from Aldrich Co.), 9-anthraldehyde (14.7 grams) and ammonium acetate (51.4 grams) was placed into a round bottom flask and dissolved in 200 milliliters of glacial acetic acid. The solution was heated under reflux for 4 hours at which time the reaction was cooled to room temperature and diluted with water. The solution was neutralized with concentrated aqueous ammonia and the precipitate was collected by filtration and washed with wa... The reactants are C(C=C)NC1=NC(=C(C2=CC(=CC=C12)OC)C1=CC=CC=C1)C#N (1-(allylamino)-6-methoxy-4-phenylisoquinoline-3-carbonitrile), N1C[C@@H](CC1)O ((R)-3-pyrrolidinol). Yields the product O[C@H]1CN(CC1)C1=NC(=C(C2=CC(=CC=C12)OC)C1=CC=CC=C1)C#N (1-[(3R)-3-hydroxypyrrolidin-1-yl]-6-methoxy-4-phenylisoquinoline-3-carbonitrile). RXN SMILES: C(N[C:5]1[C:14]2[C:9](=[CH:10][C:11]([O:15][CH3:16])=[CH:12][CH:13]=2)[C:8]([C:17]2[CH:22]=[CH:21][CH:20]=[CH:19][CH:18]=2)=[C:7]([C:23]#[N:24])[N:6]=1)C=C.[NH:25]1[CH2:29][CH2:28][C@@H:27]([OH:30])[CH2:26]1>>[OH:30][C@@H:27]1[CH2:28][CH2:29][N:25]([C:5]2[C:14]3[C:9](=[CH:10][C:11]([O:15][CH3:16])=[CH:12][CH:13]=3)[C:8]([C:17]3[CH:22]=[CH:21][CH:20]=[CH:19][CH:18]=3)=[C:7]([C:23]#[N:24])[N:6]=2)[CH2:26]1. Procedure details: Following the procedure for 1-(allylamino)-6-methoxy-4-phenylisoquinoline-3-carbonitrile, using (R)-3-pyrrolidinol in place of allylamine, the title compound was synthesized.